Dataset: the Open Reaction Database (ORD), a public repository of structured organic reaction records. Task: describe an organic reaction: reactants, conditions, products, and yield Product: OC1(C2SCCCS2)CCc2cc(Br)ccc21. RXN SMILES: [Br:12][c:13]1[cH:14][c:15]2[c:19]([cH:20][cH:21]1)[C:18](=[O:22])[CH2:17][CH2:16]2.[CH2:1]1[CH2:2][S:3][CH2:4][S:5][CH2:6]1.[CH2:7]([Li:8])[CH2:9][CH2:10][CH3:11].[ClH:23].[O:24]1[CH2:25][CH2:26][CH2:27][CH2:28]1>>[CH2:1]1[CH2:2][S:3][CH:4]([C:18]2([OH:22])[CH2:17][CH2:16][c:15]3[cH:14][c:13]([Br:12])[cH:21][cH:20][c:19]32)[S:5][CH2:6]1. Reactants: O=C1CCc2cc(Br)ccc21, C1CSCSC1, [Li]CCCC, Cl, C1CCOC1. The reactants are C(=O)(N1C=NC=C1)N1C=NC=C1 (1,1′-carbonyldiimidazole), NCCC1=CC=C(CC=2C(=CC(=C(C2)[C@H]2[C@H](OC(C)=O)[C@@H](OC(C)=O)[C@H](OC(C)=O)[C@H](O2)COC(C)=O)OC(C)=O)C)C=C1 ((1S)-1-[5-[4-(2-aminoethyl)benzyl]-2-acetoxy-4-methylphenyl]-1,5-anhydro-2,3,4,6-tetra-O-acetyl-D-glucitol), CN1CCOCC1 (N-methyl morpholine), C(C(CO)(CO)N)O (tris(hydroxymethyl)aminomethane). The solvent is C(Cl)(Cl)Cl (chloroform), C(Cl)(Cl)Cl (chloroform), CN(C=O)C (N,N-dimethylformamide), C(C)(=O)OCC (ethyl acetate). Run at time 30 minute. The product is C(C)(=O)O[C@H]1[C@@H](O[C@@H]([C@H]([C@@H]1OC(C)=O)OC(C)=O)COC(C)=O)C1=C(C=C(C(=C1)CC1=CC=C(C=C1)CCNC(=O)NC(CO)(CO)CO)C)OC(C)=O ((1S)-1,5-anhydro-2,3,4,6-tetra-O-acetyl-1-[2-acetoxy-5-[4-[2-[[[[2-hydroxy-1,1-bis(hydroxymethyl)ethyl]amino]carbonyl]amino]ethyl]benzyl]-4-methylphenyl]-D-glucitol). The yield is 34.6%. RXN SMILES: [C:1](N1C=CN=C1)(N1C=CN=C1)=[O:2].[NH2:13][CH2:14][CH2:15][C:16]1[CH:56]=[CH:55][C:19]([CH2:20][C:21]2[C:22]([CH3:54])=[CH:23][C:24]([O:50][C:51](=[O:53])[CH3:52])=[C:25]([C@@H:27]3[O:44][C@H:43]([CH2:45][O:46][C:47](=[O:49])[CH3:48])[C@@H:38]([O:39][C:40](=[O:42])[CH3:41])[C@H:33]([O:34][C:35](=[O:37])[CH3:36])[C@H:28]3[O:29][C:30](=[O:32])[CH3:31])[CH:26]=2)=[CH:18][CH:17]=1.CN1CCOCC1.[CH2:64]([OH:71])[C:65]([NH2:70])([CH2:68][OH:69])[CH2:66][OH:67]>C(OCC)(=O)C.CN(C)C=O.C(Cl)(Cl)Cl>[C:30]([O:29][C@@H:28]1[C@@H:33]([O:34][C:35](=[O:37])[CH3:36])[C@H:38]([O:39][C:40](=[O:42])[CH3:41])[C@@H:43]([CH2:45][O:46][C:47](=[O:49])[CH3:48])[O:44][C@H:27]1[C:25]1[CH:26]=[C:21]([CH2:20][C:19]2[CH:18]=[CH:17][C:16]([CH2:15][CH2:14][NH:13][C:1]([NH:70][C:65]([CH2:68][OH:69])([CH2:66][OH:67])[CH2:64][OH:71])=[O:2])=[CH:56][CH:55]=2)[C:22]([CH3:54])=[CH:23][C:24]=1[O:50][C:51](=[O:53])[CH3:52])(=[O:32])[CH3:31]. Procedure details: To a chloroform solution (300 μL) of 1,1′-carbonyldiimidazole (7.30 mg, 0.045 mmol) were added a chloroform solution (150 μL) of (1S)-1-[5-[4-(2-aminoethyl)benzyl]-2-acetoxy-4-methylphenyl]-1,5-anhydro-2,3,4,6-tetra-O-acetyl-D-glucitol (18.4 mg, 0.030 mmol) and N-methyl morpholine (4.95 μL, 0.045 mmol), and the mixture was stirred for 30 minutes at room temperature. After that, to this reaction solution were added tris(hydroxymethyl)aminomethane (10.9 mg, 0.09 mmol) and N,N-dimethylformamide (15... Starting materials: CC1(C=2C=CC(=CC2C(CC1)=O)NC(=O)C1=CC=C(C(=O)OC)C=C1)C (4-[[(5,6,7,8-tetrahydro-5,5-dimethyl-8-oxo-2-naphthalenyl)amino]carbonyl]benzoic acid, methyl ester), [H-].[Na+] (sodium hydride), C[Si](CCOCCl)(C)C (2-(trimethylsilyl)ethoxymethyl chloride), [H][H] (hydrogen). The solvent is CN(C=O)C (N,N-dimethylformamide), C([O-])(O)=O.[Na+] (sodium bicarbonate). Conditions: time 16 hour. Product: C[Si](CCOCN(C(=O)C1=CC=C(C(=O)OC)C=C1)C1=CC=2C(CCC(C2C=C1)(C)C)=O)(C)C (N-[2-(Trimethylsilyl)ethoxymethyl]-4-[[(5,6,7,8-tetrahydro-5,5-dimethyl-8-oxo-2-naphthalenyl)amino]carbonyl]benzoic acid, methyl ester). RXN SMILES: [CH3:1][C:2]1([CH3:26])[CH2:11][CH2:10][C:9](=[O:12])[C:8]2[CH:7]=[C:6]([NH:13][C:14]([C:16]3[CH:25]=[CH:24][C:19]([C:20]([O:22][CH3:23])=[O:21])=[CH:18][CH:17]=3)=[O:15])[CH:5]=[CH:4][C:3]1=2.[H-].[Na+].[H][H].[CH3:31][Si:32]([CH3:39])([CH3:38])[CH2:33][CH2:34][O:35][CH2:36]Cl>CN(C)C=O.C(=O)(O)[O-].[Na+]>[CH3:31][Si:32]([CH3:39])([CH3:38])[CH2:33][CH2:34][O:35][CH2:36][N:13]([C:6]1[CH:5]=[CH:4][C:3]2[C:2]([CH3:26])([CH3:1])[CH2:11][CH2:10][C:9](=[O:12])[C:8]=2[CH:7]=1)[C:14]([C:16]1[CH:17]=[CH:18][C:19]([C:20]([O:22][CH3:23])=[O:21])=[CH:24][CH:25]=1)=[O:15] |f:1.2,6.7|. Reported procedure: A solution of 4-[[(5,6,7,8-tetrahydro-5,5-dimethyl-8-oxo-2-naphthalenyl)amino]carbonyl]benzoic acid, methyl ester (5.07 g, 14.4 mmol) in anhydrous N,N-dimethylformamide (75 mL) at 0° C. was treated with 80% sodium hydride (477 mg, 15.9 mmoles). When hydrogen evolution ceased 2-(trimethylsilyl)ethoxymethyl chloride (3.61 g, 21.7 mmol) was slowly added. After 16 h at room temperature, the mixture was diluted with a 10% sodium bicarbonate solution (100 mL) and extracted with diethyl ether. The orga...